This data is from the Open Reaction Database (ORD), a public repository of structured organic reaction records. The task is: describe an organic reaction: reactants, conditions, products, and yield Reactants: CC(C)(C)c1cccc(NC(=O)c2ccc(N3CCN(c4ccc(C(=O)O)cc4)CC3)nc2)c1, CCOC(=O)c1ccc(N2CCN(c3ccc(C(=O)Nc4ccc(I)c(Cl)c4)cn3)CC2)cc1. Product: O=C(O)c1ccc(N2CCN(c3ccc(C(=O)Nc4ccc(I)c(Cl)c4)cn3)CC2)cc1. As a reaction SMILES: [C:35]([c:36]1[cH:37][c:38]([NH:39][C:40]([c:41]2[cH:42][cH:43][c:44]([N:45]3[CH2:46][CH2:47][N:48]([c:49]4[cH:50][cH:51][c:52]([C:53]([OH:54])=[O:55])[cH:56][cH:57]4)[CH2:58][CH2:59]3)[n:60][cH:61]2)=[O:62])[cH:63][cH:64][cH:65]1)([CH3:66])([CH3:67])[CH3:68].[CH2:1]([CH3:2])[O:3][C:4]([c:5]1[cH:6][cH:7][c:8]([N:11]2[CH2:12][CH2:13][N:14]([c:17]3[n:18][cH:19][c:20]([C:23]([NH:24][c:25]4[cH:26][c:27]([Cl:32])[c:28]([I:31])[cH:29][cH:30]4)=[O:33])[cH:21][cH:22]3)[CH2:15][CH2:16]2)[cH:9][cH:10]1)=[O:34]>>[O:3]=[C:4]([c:5]1[cH:6][cH:7][c:8]([N:11]2[CH2:12][CH2:13][N:14]([c:17]3[n:18][cH:19][c:20]([C:23]([NH:24][c:25]4[cH:26][c:27]([Cl:32])[c:28]([I:31])[cH:29][cH:30]4)=[O:33])[cH:21][cH:22]3)[CH2:15][CH2:16]2)[cH:9][cH:10]1)[OH:34]. The reactants are ClC1=C(C=NC2=CC(=C(C=C12)OC)OC)C#N (4-chloro-6,7-dimethoxy-quinoline-3-carbonitrile), C(C)C1=CC=C(N)C=C1 (4-ethylaniline), Cl.N1=CC=CC=C1 (pyridine hydrochloride), C(C)OCCO (2-ethoxyethanol). Run at temperature 139 celsius. The product is C(C)C1=CC=C(C=C1)NC1=C(C=NC2=CC(=C(C=C12)OC)OC)C#N (4(4-Ethylphenylamino)-6,7-dimethoxyquinoline-3-carbonitrile). Isolated yield 97.5%. Reaction SMILES: Cl[C:2]1[C:11]2[C:6](=[CH:7][C:8]([O:14][CH3:15])=[C:9]([O:12][CH3:13])[CH:10]=2)[N:5]=[CH:4][C:3]=1[C:16]#[N:17].[CH2:18]([C:20]1[CH:26]=[CH:25][C:23]([NH2:24])=[CH:22][CH:21]=1)[CH3:19].Cl.N1C=CC=CC=1.C(OCCO)C>>[CH2:18]([C:20]1[CH:26]=[CH:25][C:23]([NH:24][C:2]2[C:11]3[C:6](=[CH:7][C:8]([O:14][CH3:15])=[C:9]([O:12][CH3:13])[CH:10]=3)[N:5]=[CH:4][C:3]=2[C:16]#[N:17])=[CH:22][CH:21]=1)[CH3:19] |f:2.3|. Procedure: A mixture of 0.248 g (1 mmol)of 4-chloro-6,7-dimethoxy-quinoline-3-carbonitrile, 0.14 ml (1.1 mmol) of 4-ethylaniline, 0.116 g (1 mmol) pyridine hydrochloride and 12 ml of 2-ethoxyethanol was heated in a 138-140° C. oil bath for 1 hour; progress of the reaction was monitored by TLC. When TLC indicated the disappearance of starting material, the reaction was cooled and concentrated in vacuo to a thick oil. To this oil was added 50 ml of water followed by 5 ml of 1M NaHCO3, approximately pH 8. The... Starting materials: C(C(=O)Cl)(=O)Cl (Oxalyl chloride), FS(C1=CC=C(C(=O)O)C=C1)(F)(F)(F)F (4-pentafluorosulphanyl- benzoic acid), CN(C=O)C (N,N-dimethylformamide), solution. Reagents/catalysts: CN(C=O)C (N,N-dimethylformamide). Run in ClC(C)Cl (dichloroethane), ClCCl (dichloromethane), ClCCl (dichloromethane). Run at temperature 45 celsius. Product: FS(C1=CC=C(C(=O)Cl)C=C1)(F)(F)(F)F (4-pentafluorosulphanylbenzoyl chloride). Isolated yield 100.6%. As a reaction SMILES: [C:1](Cl)(=O)[C:2]([Cl:4])=[O:3].[F:7][S:8]([F:21])([F:20])([F:19])([F:18])[C:9]1[CH:17]=[CH:16]C(C(O)=O)=[CH:11][CH:10]=1.CN(C)C=O>ClC(Cl)C.ClCCl.CN(C)C=O>[F:7][S:8]([F:18])([F:19])([F:20])([F:21])[C:9]1[CH:10]=[CH:11][C:1]([C:2]([Cl:4])=[O:3])=[CH:16][CH:17]=1. Procedure details: Oxalyl chloride (1.53 g) was added to a stirred solution of 4-pentafluorosulphanyl- benzoic acid (0.99 g) in dichloroethane. A solution of N,N-dimethylformamide in dichloromethane (3 ml of a solution prepared by the addition of 2 drops of N,N-dimethylformamide to 10 ml of dichloromethane) was added. After 15 minutes the solution was heated for a further 15 minutes at 45° C., and evaporated to dryness to give 4-pentafluorosulphanylbenzoyl chloride as an orange oil (1.07 g). This was used directly... The reactants are [N+](=O)([O-])C1=CC=C(C=C1)F (p-nitrofluorobenzene), C([O-])([O-])=O.[K+].[K+] (potassium carbonate), CC=1N=CNC1 (4-methylimidazole). Solvent: CN(C)C=O (DMF). The product is [N+](=O)([O-])C1=CC=C(C=C1)N1C=NC=C1C (N-(4-nitrophenyl)-5-methylimidazole). RXN SMILES: [N+:1]([C:4]1[CH:9]=[CH:8][C:7](F)=[CH:6][CH:5]=1)([O-:3])=[O:2].C(=O)([O-])[O-].[K+].[K+].[CH3:17][C:18]1[N:19]=[CH:20][NH:21][CH:22]=1>CN(C=O)C>[N+:1]([C:4]1[CH:9]=[CH:8][C:7]([N:19]2[C:18]([CH3:17])=[CH:22][N:21]=[CH:20]2)=[CH:6][CH:5]=1)([O-:3])=[O:2] |f:1.2.3|. Procedure: A solution of p-nitrofluorobenzene (2 g, 14 mmol) in DMF (20 mL) was treated with potassium carbonate (8 g, 58 mmol) and 4-methylimidazole (1.2 g, 14 mmol). After refluxing for 18 h, the reaction mixture was cooled down and concentrated at reduced pressure. The residue was treated with water and the mixture was extracted with ethyl acetate and dried over magnesium sulphate. The organic layer was concentrated and the residue was purified by flash-chromatography (methanol/methylene chloride, 0.5:9...